Task: describe an organic reaction: reactants, conditions, products, and yield. Dataset: the Open Reaction Database (ORD), a public repository of structured organic reaction records RXN SMILES: [CH3:14][CH2:15][O:16][C:17](=[O:18])[CH3:19].[CH3:1][O:2][C:3]([CH:4]=[CH:5][c:6]1[cH:7][cH:8][c:9]([Br:12])[cH:10][cH:11]1)=[O:13]>>[CH2:4]1[CH:5]([c:6]2[cH:7][cH:8][c:9]([Br:12])[cH:10][cH:11]2)[CH:19]1[C:17]([O:16][CH2:15][CH3:14])=[O:18]. The reactants are CCOC(C)=O, COC(=O)C=Cc1ccc(Br)cc1. Yields the product CCOC(=O)C1CC1c1ccc(Br)cc1. The reactants are ClC1=NC(=NC(=N1)OC)NC1=CC(=C(C=C1)N1C=NC(=C1)C)OC ((4-chloro-6-methoxy-[1,3,5]triazin-2-yl)-[3-methoxy-4-(4-methyl-imidazol-1-yl)-phenyl]-amine), C[C@@H]1CNC[C@@H](O1)C (cis-2,6-dimethylmorpholine). Yields the product C[C@H]1CN(C[C@H](O1)C)C1=NC(=NC(=N1)OC)NC1=CC(=C(C=C1)N1C=NC(=C1)C)OC ([4-((2S,6R)-2,6-Dimethyl-morpholin-4-yl)-6-methoxy-[1,3,5]triazin-2-yl]-[3-methoxy-4-(4-methyl-imidazol-1-yl)-phenyl]-amine). RXN SMILES: Cl[C:2]1[N:7]=[C:6]([O:8][CH3:9])[N:5]=[C:4]([NH:10][C:11]2[CH:16]=[CH:15][C:14]([N:17]3[CH:21]=[C:20]([CH3:22])[N:19]=[CH:18]3)=[C:13]([O:23][CH3:24])[CH:12]=2)[N:3]=1.[CH3:25][C@H:26]1[O:31][C@@H:30]([CH3:32])[CH2:29][NH:28][CH2:27]1>>[CH3:32][C@@H:30]1[O:31][C@H:26]([CH3:25])[CH2:27][N:28]([C:2]2[N:7]=[C:6]([O:8][CH3:9])[N:5]=[C:4]([NH:10][C:11]3[CH:16]=[CH:15][C:14]([N:17]4[CH:21]=[C:20]([CH3:22])[N:19]=[CH:18]4)=[C:13]([O:23][CH3:24])[CH:12]=3)[N:3]=2)[CH2:29]1. Procedure: The title compound was prepared from (4-chloro-6-methoxy-[1,3,5]triazin-2-yl)-[3-methoxy-4-(4-methyl-imidazol-1-yl)-phenyl]-amine and cis-2,6-dimethylmorpholine in analogy to example 1c. It was purified by column chromatography on Si—NH2 gel (Isolute) using ethyl acetate as eluent to give the title compound as a yellowish solid in 58% yield. Reactants: COC(C(C1=CC(=C(C(=C1)OC)OCCOC1=CC2=CC=CC=C2C=C1)OC)=O)=O (3,5-dimethoxy-4- [2-(2-naphthalenyloxy)ethoxy]-alpha-oxobenzeneacetic acid methyl ester), [OH-].[Na+] (sodium hydroxide). Run in CO (methanol), O1CCCC1 (tetrahydrofuran), O (water). Product: COC=1C=C(C=C(C1OCCOC1=CC2=CC=CC=C2C=C1)OC)C(C(=O)O)=O (3,5-dimethoxy-4-[2-(2-naphthalenyloxy)ethoxy]-alpha-oxobenzeneacetic acid). Isolated yield 93.2%. As a reaction SMILES: C[O:2][C:3](=[O:30])[C:4](=[O:29])[C:5]1[CH:10]=[C:9]([O:11][CH3:12])[C:8]([O:13][CH2:14][CH2:15][O:16][C:17]2[CH:26]=[CH:25][C:24]3[C:19](=[CH:20][CH:21]=[CH:22][CH:23]=3)[CH:18]=2)=[C:7]([O:27][CH3:28])[CH:6]=1.[OH-].[Na+]>CO.O1CCCC1.O>[CH3:12][O:11][C:9]1[CH:10]=[C:5]([C:4](=[O:29])[C:3]([OH:30])=[O:2])[CH:6]=[C:7]([O:27][CH3:28])[C:8]=1[O:13][CH2:14][CH2:15][O:16][C:17]1[CH:26]=[CH:25][C:24]2[C:19](=[CH:20][CH:21]=[CH:22][CH:23]=2)[CH:18]=1 |f:1.2|. Reported procedure: A solution of 3,5-dimethoxy-4- [2-(2-naphthalenyloxy)ethoxy]-alpha-oxobenzeneacetic acid methyl ester (0.5 g) in warm methanol (10 mL) and tetrahydrofuran (10 mL) was treated with 1N sodium hydroxide (2 mL) and after 10 minutes the mixture was diluted with water and concentrated to remove the organic solvents. The residue was acidified with excess hydrochloric acid and extracted with dichloromethane containing a little tetrahydrofuran. The organic layer was washed with water, dried (Na2SO4), fil... The reactants are CC(CCSC(=O)c1ccccc1)C(=O)N1CCCC1C(=O)O, O=C(SCCCC(=O)N1CCCC1C(=O)O)c1ccccc1. The product is CC(CCS)C(=O)N1CCCC1C(=O)O. As a reaction SMILES: [C:1](=[O:2])([c:3]1[cH:4][cH:5][cH:6][cH:7][cH:8]1)[S:9][CH2:10][CH2:11][CH:12]([C:13](=[O:14])[N:15]1[CH:16]([C:17](=[O:18])[OH:19])[CH2:20][CH2:21][CH2:22]1)[CH3:23].[C:24]([S:25][CH2:26][CH2:27][CH2:28][C:29]([N:30]1[CH2:31][CH2:32][CH2:33][CH:34]1[C:35]([OH:36])=[O:37])=[O:38])(=[O:39])[c:40]1[cH:41][cH:42][cH:43][cH:44][cH:45]1>>[SH:9][CH2:10][CH2:11][CH:12]([C:13](=[O:14])[N:15]1[CH:16]([C:17](=[O:18])[OH:19])[CH2:20][CH2:21][CH2:22]1)[CH3:23].